From a dataset of the Open Reaction Database (ORD), a public repository of structured organic reaction records. describe an organic reaction: reactants, conditions, products, and yield Starting materials: CC(C)(C)OC(=O)CC(CCCC1CCCCC1)C(=O)N1C(=O)OCC1Cc1ccccc1, [Li+], C1CCOC1, [OH-], O, O, OO. Yields the product CC(C)(C)OC(=O)CC(CCCC1CCCCC1)C(=O)O. RXN SMILES: [CH2:1]([CH:2]1[CH2:3][O:4][C:5](=[O:6])[N:7]1[C:14](=[O:15])[CH:16]([CH2:17][C:18](=[O:19])[O:20][C:21]([CH3:22])([CH3:23])[CH3:24])[CH2:25][CH2:26][CH2:27][CH:28]1[CH2:29][CH2:30][CH2:31][CH2:32][CH2:33]1)[c:8]1[cH:9][cH:10][cH:11][cH:12][cH:13]1.[Li+:38].[O:40]1[CH2:41][CH2:42][CH2:43][CH2:44]1.[OH-:37].[OH2:36].[OH2:39].[OH:34][OH:35]>>[C:14]([OH:15])([CH:16]([CH2:17][C:18](=[O:19])[O:20][C:21]([CH3:22])([CH3:23])[CH3:24])[CH2:25][CH2:26][CH2:27][CH:28]1[CH2:29][CH2:30][CH2:31][CH2:32][CH2:33]1)=[O:34].